This data is from the Open Reaction Database (ORD), a public repository of structured organic reaction records. The task is: describe an organic reaction: reactants, conditions, products, and yield Starting materials: C(=O)(O)[O-].[Na+] (NaHCO3), O=P(Cl)(Cl)Cl (POCl3), CN(C)C=O (DMF), CN1C(CC2=CC(=CC=C12)Cl)=O (1-Methyl-5-chloro-1,3-dihydroindol-2-one). Solvent: N1=CC=CC=C1 (pyridine), ClCCl (dichloromethane), ClCCl (dichloromethane). Conditions: time 3 hour. The product is CN1C(=C(C2=CC(=CC=C12)Cl)C=O)Cl (1-Methyl-2,5-dichloroindole-3-carbaldehyde). As a reaction SMILES: O=P(Cl)(Cl)[Cl:3].[CH3:6][N:7]([CH:9]=O)[CH3:8].CN1C2[C:15](=[CH:16][C:17]([Cl:21])=[CH:18][CH:19]=2)[CH2:14][C:13]1=[O:22].C([O-])(O)=O.[Na+]>ClCCl.N1C=CC=CC=1>[CH3:8][N:7]1[C:6]2[C:15](=[CH:16][C:17]([Cl:21])=[CH:18][CH:19]=2)[C:14]([CH:13]=[O:22])=[C:9]1[Cl:3] |f:3.4|. Procedure details: POCl3 (6 ml) was added dropwise to a mixture of dry DMF (5.9 ml) and dichloromethane (5.9 ml) kept at 0° C. 1-Methyl-5-chloro-1,3-dihydroindol-2-one (4.0 g) dissolved in dichloromethane (20 ml) and pyridine (2.9 ml) was added dropwise at 0° C. over a period of 30 min. Subsequent stirring at room temperature for 3h. The mixture was poured onto icewater (500 ml) neutralized with NaHCO3 whereafter the mixture was stirred overnight. The precipitate was filtered off, washed with water and dried. The ...